Dataset: the Open Reaction Database (ORD), a public repository of structured organic reaction records. Task: describe an organic reaction: reactants, conditions, products, and yield The reactants are [N+](=O)([O-])C=1C=NNC1 (4-nitro-1H-pyrazole), C(=O)([O-])[O-].[Cs+].[Cs+] (Cs2CO3), BrCCOC1=CC=CC=C1 ((2-bromoethoxy)benzene). The solvent is C(C)#N (acetonitrile). Conditions: temperature 80 celsius, time 8 hour. The product is [N+](=O)([O-])C=1C=NN(C1)CCOC1=CC=CC=C1 (4-nitro-1-(2-phenoxyethyl)-1H-pyrazole). Reaction SMILES: [N+:1]([C:4]1[CH:5]=[N:6][NH:7][CH:8]=1)([O-:3])=[O:2].C([O-])([O-])=O.[Cs+].[Cs+].Br[CH2:16][CH2:17][O:18][C:19]1[CH:24]=[CH:23][CH:22]=[CH:21][CH:20]=1>C(#N)C>[N+:1]([C:4]1[CH:5]=[N:6][N:7]([CH2:16][CH2:17][O:18][C:19]2[CH:24]=[CH:23][CH:22]=[CH:21][CH:20]=2)[CH:8]=1)([O-:3])=[O:2] |f:1.2.3|. Reported procedure: To 4-nitro-1H-pyrazole (220 mg, 1.95 mmol) in acetonitrile (10 mL), Cs2CO3 (697 mg, 2.14 mmol) and (2-bromoethoxy)benzene (439 mg, 2.14 mmol) was added. The resulting mixture was refluxed (80° C.) for 40 min and then let stir at rt overnight. The reaction mixture was filtered, the filter cake washed with DCM and the filtrate concentrated in vacuo to obtain 4-nitro-1-(2-phenoxyethyl)-1H-pyrazole as a crude solid which was used without further purification. LC-MS conditions A: tR=0.85 min, [M+H]+=... Reactants: O=C([C@H](O)[C@@H](O)[C@H](O)[C@H](O)CO)[O-].[Na+] (sodium gluconate), [Cl-].C(CCCCCCCCC)[N+](C)(C)CCCCCCCCCC (didecyldimethylammonium chloride), C(=O)=O (carbon dioxide). Run in O (water). The product is O=C([C@H](O)[C@@H](O)[C@H](O)[C@H](O)CO)[O-].C(CCCCCCCCC)[N+](C)(C)CCCCCCCCCC (Didecyldimethylammonium gluconate). As a reaction SMILES: [O:1]=[C:2]([O-:13])[C@@H:3]([C@H:5]([C@@H:7]([C@@H:9]([CH2:11][OH:12])[OH:10])[OH:8])[OH:6])[OH:4].[Na+].[Cl-].[CH2:16]([N+:26]([CH2:29][CH2:30][CH2:31][CH2:32][CH2:33][CH2:34][CH2:35][CH2:36][CH2:37][CH3:38])([CH3:28])[CH3:27])[CH2:17][CH2:18][CH2:19][CH2:20][CH2:21][CH2:22][CH2:23][CH2:24][CH3:25].C(=O)=O>O>[O:1]=[C:2]([O-:13])[C@@H:3]([C@H:5]([C@@H:7]([C@@H:9]([CH2:11][OH:12])[OH:10])[OH:8])[OH:6])[OH:4].[CH2:29]([N+:26]([CH2:16][CH2:17][CH2:18][CH2:19][CH2:20][CH2:21][CH2:22][CH2:23][CH2:24][CH3:25])([CH3:28])[CH3:27])[CH2:30][CH2:31][CH2:32][CH2:33][CH2:34][CH2:35][CH2:36][CH2:37][CH3:38] |f:0.1,2.3,6.7|. Procedure details: 0.0221 mole of sodium gluconate and 0.0221 mole of 80% didecyldimethylammonium chloride in water were mixed in a flask. The mixture was heated and held until evolution of carbon dioxide gas ceased. The reactants are C(C)N=C=O (ethyl isocyanate), NC1=C(C(=O)C2=CC=CC=C2)C=C(C=C1)Cl (2-amino-5-chlorobenzophenone). Solvent: C(Cl)Cl (methylene chloride). The product is ClC=1C=C2C(N(C(NC2=CC1)=O)CC)(C1=CC=CC=C1)O (6-chloro-3-ethyl-3,4-dihydro-4-hydroxy-4-phenyl-2(1H)-quinazolinone). Yield: 83.8%. Reaction SMILES: [CH2:1]([N:3]=[C:4]=[O:5])[CH3:2].[NH2:6][C:7]1[CH:20]=[CH:19][C:18]([Cl:21])=[CH:17][C:8]=1[C:9]([C:11]1[CH:16]=[CH:15][CH:14]=[CH:13][CH:12]=1)=[O:10]>C(Cl)Cl>[Cl:21][C:18]1[CH:17]=[C:8]2[C:7](=[CH:20][CH:19]=1)[NH:6][C:4](=[O:5])[N:3]([CH2:1][CH3:2])[C:9]2([OH:10])[C:11]1[CH:12]=[CH:13][CH:14]=[CH:15][CH:16]=1. Reported procedure: A solution of 28.4 g (31.7 ml, 0.4 mole) of ethyl isocyanate and 46.3 g (0.2 mole) of 2-amino-5-chlorobenzophenone in 100 ml of methylene chloride was refluxed for 20 hr. The reaction mixture was cooled, and the solid portion was collected on a filter and washed with methylene chloride to give 50.72 g (84%) of 6-chloro-3-ethyl-3,4-dihydro-4-hydroxy-4-phenyl-2(1H)-quinazolinone as colorless crystals: mp 182°-184°; 13C nmr (DMSO-d6) δ 86.9 ppm (for COH) and δ 151.0 ppm (for NHCO). Starting materials: OC=1C=CC2=C(C=C(CCS2(=O)=O)C(=O)OC)C1 (methyl 7-hydroxy-1,1-dioxo-2,3-dihydro-1-benzothiepine-4-carboxylate), C(CC)OC1=CC=C(C=C1)OB(O)O (4-propoxyphenylboric acid), cupric acetate, 4A, ClCCl (dichloromethane). Conditions: time 20 hour. The product is C(CC)OC1=CC=C(OC=2C=CC3=C(C=C(CCS3(=O)=O)C(=O)OC)C2)C=C1 (methyl 7-(4-propoxyphenoxy)-1,1-dioxo-2,3-dihydro-1-benzothiepine-4-carboxylate). Run in C(C)N(CC)CC (triethylamine). Isolated yield 51.7%. RXN SMILES: [OH:1][C:2]1[CH:3]=[CH:4][C:5]2[S:11](=[O:13])(=[O:12])[CH2:10][CH2:9][C:8]([C:14]([O:16][CH3:17])=[O:15])=[CH:7][C:6]=2[CH:18]=1.[CH2:19]([O:22][C:23]1[CH:28]=[CH:27][C:26](OB(O)O)=[CH:25][CH:24]=1)[CH2:20][CH3:21].ClCCl>C(N(CC)CC)C>[CH2:19]([O:22][C:23]1[CH:28]=[CH:27][C:26]([O:1][C:2]2[CH:3]=[CH:4][C:5]3[S:11](=[O:13])(=[O:12])[CH2:10][CH2:9][C:8]([C:14]([O:16][CH3:17])=[O:15])=[CH:7][C:6]=3[CH:18]=2)=[CH:25][CH:24]=1)[CH2:20][CH3:21]. Procedure: To a mixture of methyl 7-hydroxy-1,1-dioxo-2,3-dihydro-1-benzothiepine-4-carboxylate (400 mg), 4-propoxyphenylboric acid (536 mg), cupric acetate (271 mg), MS (molecular sieves) 4A (1.0 g) and dichloromethane (15 ml) was added at room temperature triethylamine (1.04 ml), and the resulting mixture was stirred for 20 hours. The reaction mixture was filtered to remove an insoluble material and the filtrate was concentrated under reduced pressure. The residue was subjected to separation and purifica...